This data is from the Open Reaction Database (ORD), a public repository of structured organic reaction records. The task is: describe an organic reaction: reactants, conditions, products, and yield The reactants are CCCCO, Nc1ncnc(Cl)c1I, CNC(=O)c1cccc2nc(C(C)N)n(C3CC3)c12. Yields the product CNC(=O)c1cccc2nc(C(C)Nc3ncnc(N)c3I)n(C3CC3)c12. RXN SMILES: [CH2:29]([OH:30])[CH2:31][CH2:32][CH3:33].[Cl:20][c:21]1[c:22]([I:28])[c:23]([NH2:27])[n:24][cH:25][n:26]1.[NH2:1][CH:2]([CH3:3])[c:4]1[n:5][c:6]2[c:7]([n:8]1[CH:9]1[CH2:10][CH2:11]1)[c:12]([C:16](=[O:17])[NH:18][CH3:19])[cH:13][cH:14][cH:15]2>>[NH:1]([CH:2]([CH3:3])[c:4]1[n:5][c:6]2[c:7]([n:8]1[CH:9]1[CH2:10][CH2:11]1)[c:12]([C:16](=[O:17])[NH:18][CH3:19])[cH:13][cH:14][cH:15]2)[c:21]1[c:22]([I:28])[c:23]([NH2:27])[n:24][cH:25][n:26]1. Starting materials: Nc1c(F)cccc1Br, COc1ccc2c(c1)CCn1c-2cc(Cl)nc1=O. The product is COc1ccc2c(c1)CCn1c-2cc(Nc2c(F)cccc2Br)nc1=O. RXN SMILES: [Br:19][c:20]1[c:21]([NH2:22])[c:23]([F:27])[cH:24][cH:25][cH:26]1.[Cl:1][c:2]1[n:3][c:4](=[O:18])[n:5]2[c:6]([cH:17]1)-[c:7]1[cH:8][cH:9][c:10]([O:15][CH3:16])[cH:11][c:12]1[CH2:13][CH2:14]2>>[c:2]1([NH:22][c:21]2[c:20]([Br:19])[cH:26][cH:25][cH:24][c:23]2[F:27])[n:3][c:4](=[O:18])[n:5]2[c:6]([cH:17]1)-[c:7]1[cH:8][cH:9][c:10]([O:15][CH3:16])[cH:11][c:12]1[CH2:13][CH2:14]2. The reactants are C[Li] (methyl lithium), solution, OC1=CC=C2C(=CC(OC2=C1)=O)C1=CC2=CC=CC=C2C=C1 (7-hydroxy-4-(2-naphthyl)coumarin), CCOCC (ether). Conditions: time 5 hour. The product is CC1(OC2=CC(=CC=C2C(=C1)C1=CC2=CC=CC=C2C=C1)O)C (2,2-dimethyl-4-(2-naphthyl)-2H-chromen-7-ol), crude dark brown foam. Reaction SMILES: [CH3:1][Li].[OH:3][C:4]1C=C2[C:7]([C:8]([C:15]3[CH:24]=[CH:23][C:22]4[C:17](=[CH:18][CH:19]=[CH:20][CH:21]=4)[CH:16]=3)=[CH:9]C(=O)O2)=[CH:6][CH:5]=1.[CH3:25][CH2:26][O:27][CH2:28][CH3:29]>>[CH3:25][C:26]1([CH3:1])[CH:9]=[C:8]([C:15]2[CH:24]=[CH:23][C:22]3[C:17](=[CH:18][CH:19]=[CH:20][CH:21]=3)[CH:16]=2)[C:7]2[C:28](=[CH:29][C:4]([OH:3])=[CH:5][CH:6]=2)[O:27]1. Procedure: To a stirred solution of methyl lithium (0.04 mole, 20 ml of a 1.9 M solution in ether) under nitrogen at ambient temperature was added portionwise 7-hydroxy-4-(2-naphthyl)coumarin (2.89 g, 0.01 mole). After 5 hours the solution was decomposed with acid to give 2,2-dimethyl-4-(2-naphthyl)-2H-chromen-7-ol as a crude dark brown foam (2 g) which was used without further purification. The reactants are CC(=O)Nc1ccc(O)cc1, O=[N+]([O-])c1cc(Cl)cc([N+](=O)[O-])c1, [K+], [K+], O=C([O-])[O-], CN(C)C=O, O. The product is CC(=O)Nc1ccc(Oc2cc(Cl)cc([N+](=O)[O-])c2)cc1. As a reaction SMILES: [CH3:14][C:15](=[O:16])[NH:17][c:18]1[cH:19][cH:20][c:21]([OH:22])[cH:23][cH:24]1.[Cl:1][c:2]1[cH:3][c:4]([N+:11]([O-:12])=[O:13])[cH:5][c:6]([N+:8](=[O:9])[O-:10])[cH:7]1.[K+:25].[K+:26].[O-:27][C:28]([O-:29])=[O:30].[O:31]=[CH:32][N:33]([CH3:34])[CH3:35].[OH2:36]>>[Cl:1][c:2]1[cH:3][c:4]([O:22][c:21]2[cH:20][cH:19][c:18]([NH:17][C:15]([CH3:14])=[O:16])[cH:24][cH:23]2)[cH:5][c:6]([N+:8](=[O:9])[O-:10])[cH:7]1. Reactants: C(=O)[O-] (formate), C(C)(=O)OCC=1CS[C@H]2N(C1C(=O)O)C(C2NC(C(=NOC)C=2N=C(SC2)N)=O)=O (3-acetoxymethyl-7-[2-(2-amino-4-thiazolyl)-2-methoxyimino-acetamido]-ceph-3-eme-4-carboxylic acid), C(C)(=O)[O-].[Na+] (sodium acetate). Run in O (water), C(C)O (ethanol). Yields the product C(C)(=O)OCC=1CS[C@H]2N(C1C(=O)[O-])C(C2NC(C(=NOC)C=2N=C(SC2)N)=O)=O.[Na+] (sodium 3-acetoxymethyl-7-[2-(2-amino-4-thiazolyl)-2-methoxyimino-acetamido]-ceph-3-eme-4-carboxylate). Isolated yield 0.9%. As a reaction SMILES: C([O-])=O.[C:4]([O:7][CH2:8][C:9]1[CH2:10][S:11][C@@H:12]2[CH:19]([NH:20][C:21](=[O:32])[C:22]([C:26]3[N:27]=[C:28]([NH2:31])[S:29][CH:30]=3)=[N:23][O:24][CH3:25])[C:18](=[O:33])[N:13]2[C:14]=1[C:15]([OH:17])=[O:16])(=[O:6])[CH3:5].C([O-])(=O)C.[Na+:38]>O.C(O)C>[C:4]([O:7][CH2:8][C:9]1[CH2:10][S:11][C@@H:12]2[CH:19]([NH:20][C:21](=[O:32])[C:22]([C:26]3[N:27]=[C:28]([NH2:31])[S:29][CH:30]=3)=[N:23][O:24][CH3:25])[C:18](=[O:33])[N:13]2[C:14]=1[C:15]([O-:17])=[O:16])(=[O:6])[CH3:5].[Na+:38] |f:2.3,6.7|. Procedure: 10 g of the formate solvate of the syn isomer of 3-acetoxymethyl-7-[2-(2-amino-4-thiazolyl)-2-methoxyimino-acetamido]-ceph-3-eme-4-carboxylic acid (described in Belgium Pat. No. 850,662) were added at room temperature to a solution of 3.5 g of sodium acetate in 5 ml of water and 300 ml of ethanol and when dissolution was complete, the mixture was filtered. The filtrate was added dropwise over one hour with stirring at room temperature to 160 ml of absolute ethanol and the resulting mixture was s... Reactants: CC(C)(C)OC(=O)N1CCCCC1CN, Clc1ncc2ccccc2n1. Yields the product CC(C)(C)OC(=O)N1CCCCC1CNc1ncc2ccccc2n1. Reaction SMILES: [C:1]([CH3:2])([CH3:3])([CH3:4])[O:5][C:6](=[O:7])[N:8]1[CH:9]([CH2:14][NH2:15])[CH2:10][CH2:11][CH2:12][CH2:13]1.[Cl:16][c:17]1[n:18][c:19]2[cH:20][cH:21][cH:22][cH:23][c:24]2[cH:25][n:26]1>>[C:1]([CH3:2])([CH3:3])([CH3:4])[O:5][C:6](=[O:7])[N:8]1[CH:9]([CH2:14][NH:15][c:17]2[n:18][c:19]3[cH:20][cH:21][cH:22][cH:23][c:24]3[cH:25][n:26]2)[CH2:10][CH2:11][CH2:12][CH2:13]1. Reactants: OC1=CC(OC(C1)(C(C)C)CCC1=C(C=CC=C1)CO)=O (4-hydroxy-6-[2-(2-hydroxymethyl-phenyl)-ethyl]-6-isopropyl-5,6-dihydro-pyran-2-one), C(C)(C)(C)C=1C2=C(SC1SS(=O)(=O)C1=CC=C(C=C1)C)C=CC=C2 (toluene-4-thiosulfonic acid S-(3-tert-butyl-benzo[b]thiophen-2-yl)ester), C([O-])([O-])=O.[K+].[K+] (potassium carbonate). The solvent is CN(C)C=O (DMF). The product is C(C)(C)(C)C=1C2=C(SC1SC=1C(OC(CC1O)(C(C)C)CCC1=C(C=CC=C1)CO)=O)C=CC=C2 (3-(3-tert-Butyl-benzo[b]thiophen-2-yl-sulfanyl)-4-hydroxy-6-[2-(2-hydroxymethyl-phenyl)-ethyl]-6-isopropyl-5,6-dihydro-pyran-2-one). As a reaction SMILES: [OH:1][C:2]1[CH2:7][C:6]([CH2:11][CH2:12][C:13]2[CH:18]=[CH:17][CH:16]=[CH:15][C:14]=2[CH2:19][OH:20])([CH:8]([CH3:10])[CH3:9])[O:5][C:4](=[O:21])[CH:3]=1.[C:22]([C:26]1[C:27]2[CH:45]=[CH:44][CH:43]=[CH:42][C:28]=2[S:29][C:30]=1[S:31]S(C1C=CC(C)=CC=1)(=O)=O)([CH3:25])([CH3:24])[CH3:23].C(=O)([O-])[O-].[K+].[K+]>CN(C=O)C>[C:22]([C:26]1[C:27]2[CH:45]=[CH:44][CH:43]=[CH:42][C:28]=2[S:29][C:30]=1[S:31][C:3]1[C:4](=[O:21])[O:5][C:6]([CH2:11][CH2:12][C:13]2[CH:18]=[CH:17][CH:16]=[CH:15][C:14]=2[CH2:19][OH:20])([CH:8]([CH3:9])[CH3:10])[CH2:7][C:2]=1[OH:1])([CH3:25])([CH3:23])[CH3:24] |f:2.3.4|. Procedure details: The title compound was prepared according to General Method 16a using 4-hydroxy-6-[2-(2-hydroxymethyl-phenyl)-ethyl]-6-isopropyl-5,6-dihydro-pyran-2-one (Example E-34; 0.20 g, 0.73 mmol), toluene-4-thiosulfonic acid S-(3-tert-butyl-benzo[b]thiophen-2-yl)ester (Example BB-8; 0.302 g, 0.803 mmol), potassium carbonate (0.11 g, 0.80 mmol), and DMF (2.0 mL). The product was purified via column chromatography (eluting with EtOAc) to the title compound, mp 92-94° C. Reactants: BrCl (bromo-chlorine), C26H29BrClN5O4S, BrC1=C(C(=O)O)C=CC(=C1)C(=O)N[C@@H](C)C1=NC2=C(N1)C=CC(=C2)Cl ((1S)-2-bromo-4-{N-[1-(5-chloro-1H-benzimidazol-2-yl)ethyl]aminocarbonyl}benzoic acid), CN(C)C(=[N+](C)C)ON1C2=C(C=CC=C2)N=N1.[B-](F)(F)(F)F (TBTU), C(C)(C)N(CC)C(C)C (diisopropylethylamine), C(C)(C)(C)OC(=O)NCC1SCCN1 (rac.-2-(tert-butoxycarbonylaminomethyl)thiazolidine). Solvent: ClCCl.CO (dichloromethane methanol), CN(C=O)C (dimethylformamide). Product: BrC=1C=C(C(=O)N[C@@H](C)C2=NC3=C(N2)C=CC(=C3)Cl)C=CC1C(=O)N1C(SCC1)CNC(=O)OC(C)(C)C (3-bromo-4-[(2R/S)-2-(tert-butoxycarbonylaminomethyl)thiazolidin-3-ylcarbonyl]-N-[(1S)-1-(5-chloro-1H-benzimidazol-2-yl)ethyl]benzamide). Isolated yield 23.0%. Reaction SMILES: [Br:1][C:2]1[CH:10]=[C:9]([C:11]([NH:13][C@H:14]([C:16]2[NH:20][C:19]3[CH:21]=[CH:22][C:23]([Cl:25])=[CH:24][C:18]=3[N:17]=2)[CH3:15])=[O:12])[CH:8]=[CH:7][C:3]=1[C:4]([OH:6])=O.CN(C(ON1N=NC2C=CC=CC1=2)=[N+](C)C)C.[B-](F)(F)(F)F.C(N(C(C)C)CC)(C)C.[C:57]([O:61][C:62]([NH:64][CH2:65][CH:66]1[NH:70][CH2:69][CH2:68][S:67]1)=[O:63])([CH3:60])([CH3:59])[CH3:58].BrCl>CN(C)C=O.ClCCl.CO>[Br:1][C:2]1[CH:10]=[C:9]([CH:8]=[CH:7][C:3]=1[C:4]([N:70]1[CH2:69][CH2:68][S:67][CH:66]1[CH2:65][NH:64][C:62]([O:61][C:57]([CH3:60])([CH3:59])[CH3:58])=[O:63])=[O:6])[C:11]([NH:13][C@H:14]([C:16]1[NH:20][C:19]2[CH:21]=[CH:22][C:23]([Cl:25])=[CH:24][C:18]=2[N:17]=1)[CH3:15])=[O:12] |f:1.2,7.8|. Procedure: Prepared analogously to Example 1g from (1S)-2-bromo-4-{N-[1-(5-chloro-1H-benzimidazol-2-yl)ethyl]aminocarbonyl}benzoic acid, TBTU, diisopropylethylamine and rac.-2-(tert-butoxycarbonylaminomethyl)thiazolidine in dimethylformamide. Yield: 23%; Rf value: 0.52 (silica gel: dichloromethane/methanol/glacial acetic acid=9:1:0.1); C26H29BrClN5O4S (622.969); mass spectrum: (M−H)−=620/622/624 (bromo-chlorine isotope). Reactants: BrCC1=C(C=C(C(=O)OC)C=C1)C(F)(F)F (methyl 4-(bromomethyl)-3-(trifluoromethyl)benzoate), CN(C1CNCC1)C (3-dimethylaminopyrrolidine), C([O-])([O-])=O.[K+].[K+] (potassium carbonate). Solvent: CC(=O)C (acetone). The product is CN(C1CN(CC1)CC1=C(C=C(C(=O)OC)C=C1)C(F)(F)F)C (methyl 4-((3-(dimethylamino)pyrrolidin-1-yl)methyl)-3-(trifluoromethyl)-benzoate). Yield: 59.6%. Reaction SMILES: Br[CH2:2][C:3]1[CH:12]=[CH:11][C:6]([C:7]([O:9][CH3:10])=[O:8])=[CH:5][C:4]=1[C:13]([F:16])([F:15])[F:14].[CH3:17][N:18]([CH3:24])[CH:19]1[CH2:23][CH2:22][NH:21][CH2:20]1.C(=O)([O-])[O-].[K+].[K+]>CC(C)=O>[CH3:17][N:18]([CH3:24])[CH:19]1[CH2:23][CH2:22][N:21]([CH2:2][C:3]2[CH:12]=[CH:11][C:6]([C:7]([O:9][CH3:10])=[O:8])=[CH:5][C:4]=2[C:13]([F:16])([F:15])[F:14])[CH2:20]1 |f:2.3.4|. Procedure: A reactor is charged with 1.2 g (4.06 mmol) of the compound obtained in step 2, 0.55 g (4.88 mmol) of 3-dimethylaminopyrrolidine, 2.8 g (20.3 mmol) of potassium carbonate and 25 ml acetone. The mixture is heated for 6 hours at reflux. The solvent is evaporated under reduced pressure and 100 ml of water is then added. The obtained solution is extracted with 3*30 ml ethyl acetate. The organic phases are combined, dried on sodium sulphate and then evaporated under reduced pressure to give the expec... Reactants: ClC1=C(C=NC2=CC(=C(C=C12)OC)OC)F (4-chloro-3-fluoro-6,7-dimethoxyquinoline), P(=O)([O-])([O-])[O-].[K+].[K+].[K+] (potassium phosphate), OC=1C=C2C=CC=C(C2=CC1)C(=O)O (6-hydroxy-1-naphthoic acid), C(C)(C)(C)P(C1=C(C=CC=C1)C1=C(C=C(C=C1C(C)C)C(C)C)C(C)C)C(C)(C)C (2-di-t-butylphosphino-2′,4′,6′-tri-i-propyl-1,1′-biphenyl). Reagents/catalysts: C(C)(=O)[O-].[Pd+2].C(C)(=O)[O-] (palladium acetate). Solvent: CN(C)C=O (DMF). Run at temperature 100 celsius, time 19 hour. Product: FC=1C=NC2=CC(=C(C=C2C1OC=1C=C2C=CC=C(C2=CC1)C(=O)O)OC)OC (6-(3-fluoro-6,7-dimethoxyquinolin-4-yloxy)-1-naphthoic acid). As a reaction SMILES: Cl[C:2]1[C:11]2[C:6](=[CH:7][C:8]([O:14][CH3:15])=[C:9]([O:12][CH3:13])[CH:10]=2)[N:5]=[CH:4][C:3]=1[F:16].[OH:17][C:18]1[CH:19]=[C:20]2[C:25](=[CH:26][CH:27]=1)[C:24]([C:28]([OH:30])=[O:29])=[CH:23][CH:22]=[CH:21]2.C(P(C(C)(C)C)C1C=CC=CC=1C1C(C(C)C)=CC(C(C)C)=CC=1C(C)C)(C)(C)C.P([O-])([O-])([O-])=O.[K+].[K+].[K+]>C([O-])(=O)C.[Pd+2].C([O-])(=O)C.CN(C=O)C>[F:16][C:3]1[CH:4]=[N:5][C:6]2[C:11]([C:2]=1[O:17][C:18]1[CH:19]=[C:20]3[C:25](=[CH:26][CH:27]=1)[C:24]([C:28]([OH:30])=[O:29])=[CH:23][CH:22]=[CH:21]3)=[CH:10][C:9]([O:12][CH3:13])=[C:8]([O:14][CH3:15])[CH:7]=2 |f:3.4.5.6,7.8.9|. Reported procedure: A resealable tube was charged with 4-chloro-3-fluoro-6,7-dimethoxyquinoline (prepared by the method described in WO 98/13350) (0.610 g, 2.52 mmol), 6-hydroxy-1-naphthoic acid (0.474 g, 2.52 mmol), palladium acetate (0.023 g, 0.101 mmol), 2-di-t-butylphosphino-2′,4′,6′-tri-i-propyl-1,1′-biphenyl (0.086 g, 0.202 mmol), potassium phosphate (2.14 g, 10.08 mmol), and DMF (12.6 mL, Aldrich). The system was flushed with argon and the tube was sealed. The mixture was stirred at 100° C. for 19 h then coo...